From a dataset of the Open Reaction Database (ORD), a public repository of structured organic reaction records. describe an organic reaction: reactants, conditions, products, and yield Starting materials: C1CCOC1, C[Si](C)(C)CCO, O=C=Nc1cc([N+](=O)[O-])ccc1F. Yields the product C[Si](C)(C)CCOC(=O)Nc1cc([N+](=O)[O-])ccc1F. RXN SMILES: [CH2:21]1[O:22][CH2:23][CH2:24][CH2:25]1.[CH3:14][Si:15]([CH2:16][CH2:17][OH:18])([CH3:19])[CH3:20].[F:1][c:2]1[c:3]([N:11]=[C:12]=[O:13])[cH:4][c:5]([N+:8](=[O:9])[O-:10])[cH:6][cH:7]1>>[F:1][c:2]1[c:3]([NH:11][C:12](=[O:13])[O:18][CH2:17][CH2:16][Si:15]([CH3:14])([CH3:19])[CH3:20])[cH:4][c:5]([N+:8](=[O:9])[O-:10])[cH:6][cH:7]1. Product: N=1NC(=CC1)C=1C=CC(=NC1)OC=1C=C2C=CC(=NC2=CC1)CN1C[C@@H]2N(CC1)C(OC2)=O ((S)-7-{6-[5-(2H-pyrazol-3-yl)-pyridin-2-yloxy]-quinolin-2-ylmethyl}-hexahydro-oxazolo[3,4-a]pyrazin-3-one). Procedure details: The title compound 16 is synthesized from intermediate D (0.100 g, 0.220 mmol) and (S)-hexahydro-oxazolo[3,4-a]pyrazin-3-one (48.0 mg, 0.269 mmol) according to the procedure described for the synthesis of compound 11. Reactants: C[Si](CCOCN1N=CC=C1C=1C=CC(=NC1)OC=1C=C2C=CC(=NC2=CC1)C=O)(C)C (6-{5-[2-(2-Trimethylsilanyl-ethoxymethyl)-2H-pyrazol-3-yl]-pyridin-2-yloxy}-quinoline-2-carbaldehyde), C1OC(N2[C@H]1CNCC2)=O ((S)-hexahydro-oxazolo[3,4-a]pyrazin-3-one), N=1NC(=CC1)C=1C=CC(=NC1)OC=1C=C2C=CC(=NC2=CC1)CN1CCC(CC1)N1C(OCC1)=O (3-(1-{6-[5-(2H-pyrazol-3-yl)-pyridin-2-yloxy]-quinolin-2-ylmethyl}-piperidin-4-yl)-oxazolidin-2-one). RXN SMILES: C[Si](C)(C)CCOC[N:7]1[C:11]([C:12]2[CH:13]=[CH:14][C:15]([O:18][C:19]3[CH:20]=[C:21]4[C:26](=[CH:27][CH:28]=3)[N:25]=[C:24]([CH:29]=O)[CH:23]=[CH:22]4)=[N:16][CH:17]=2)=[CH:10][CH:9]=[N:8]1.[CH2:33]1[C@@H:37]2[CH2:38][NH:39][CH2:40][CH2:41][N:36]2[C:35](=[O:42])[O:34]1.N1NC(C2C=CC(OC3C=C4C(=CC=3)N=C(CN3CCC(N5CCOC5=O)CC3)C=C4)=NC=2)=CC=1>>[N:8]1[NH:7][C:11]([C:12]2[CH:13]=[CH:14][C:15]([O:18][C:19]3[CH:20]=[C:21]4[C:26](=[CH:27][CH:28]=3)[N:25]=[C:24]([CH2:29][N:39]3[CH2:40][CH2:41][N:36]5[C:35](=[O:42])[O:34][CH2:33][C@@H:37]5[CH2:38]3)[CH:23]=[CH:22]4)=[N:16][CH:17]=2)=[CH:10][CH:9]=1. The reactants are mercuric oxide, [S] (sulfur), NC1=C(C=CC=C1)NC(NCCCCNC(=O)OC(C)(C)C)=S (3-(2-aminophenyl)-1-(4-tert-butyloxycarbonylaminobutyl)thiourea). Solvent: C(C)O (ethanol). Conditions: temperature 52.5 celsius. Product: N1=C(NC2=C1C=CC=C2)NCCCCNC(=O)OC(C)(C)C (4-(Benzimidazol-2-ylamino)-1-(tert-butyloxycarbonylamino)butane). Yield: 43.0%. RXN SMILES: [S].[NH2:2][C:3]1[CH:8]=[CH:7][CH:6]=[CH:5][C:4]=1[NH:9][C:10](=S)[NH:11][CH2:12][CH2:13][CH2:14][CH2:15][NH:16][C:17]([O:19][C:20]([CH3:23])([CH3:22])[CH3:21])=[O:18]>C(O)C>[N:9]1[C:4]2[CH:5]=[CH:6][CH:7]=[CH:8][C:3]=2[NH:2][C:10]=1[NH:11][CH2:12][CH2:13][CH2:14][CH2:15][NH:16][C:17]([O:19][C:20]([CH3:23])([CH3:22])[CH3:21])=[O:18] |^3:0|. Procedure details: 1.79 g (8.28 mmol) of yellow mercuric oxide and 27 mg of flowers of sulfur were added to 1.4 g (4.14 mmol) of 3-(2-aminophenyl)-1-(4-tert-butyloxycarbonylaminobutyl)thiourea (Example 23b) in 30 ml of ethanol and the reaction mixture was heated at 50-55° C. for 3 h. The solid was filtered off with suction and washed with ethanol. The filtrate was concentrated and the product was chromatographed through silica gel (DCM:methanol 9:5, then 9:1). Yield: 43%. MS (ES+): m/e=305.2 ( (M+H)+, 100%). Reactants: ClC1=C(C=C(C=C1)Cl)C (2,5-Dichlorotoluene), S(O)(O)(=O)=O (sulfuric acid), [N+](=O)(O)[O-] (nitric acid), S(O)(O)(=O)=O (sulfuric acid). Run in C(C)(=O)O (acetic acid). Reaction conditions: time 2 hour. Product: ClC1=C(C=C(C(=C1)C)Cl)[N+](=O)[O-] (2,5-Dichloro-4-methyl-nitrobenzene). As a reaction SMILES: [Cl:1][C:2]1[CH:7]=[CH:6][C:5]([Cl:8])=[CH:4][C:3]=1[CH3:9].S(=O)(=O)(O)O.[N+:15]([O-])([OH:17])=[O:16]>C(O)(=O)C>[Cl:8][C:5]1[CH:4]=[C:3]([CH3:9])[C:2]([Cl:1])=[CH:7][C:6]=1[N+:15]([O-:17])=[O:16]. Procedure details: Prepared by a modification of the method of H. D. Dakin and J. B. Cohen, J. Chem. Soc., 79, 1130 (1901). 2,5-Dichlorotoluene (18.7 g, 0.116 mol) was added in one portion to a 10° C. mixture of concentrated sulfuric acid (24 ml) and glacial acetic acid (10 ml). This was stirred at about 10° C. while a cold mixture of 70% nitric acid (8.2 ml) and concentrated sulfuric acid (8.2 ml) was added dropwise over 10 min. The reaction mixture was warmed slowly to room temperature and stirred for 2 hours. T... Starting materials: C=O (paraformaldehyde), Cl.CNC (dimethylamine hydrochloride), COC1=CC=C(C=C1)C=1OC2=C(C1C(C)=O)C=CC=C2 (2-(p-methoxyphenyl)-3-acetylbenzofuran). The solvent is C(C)(C)O (isopropanol). Product: COC1=CC=C(C=C1)C=1OC2=C(C1C(CCN(C)C)=O)C=CC=C2 (2-(p-Methoxyphenyl)-3[3-(dimethylamino)-propionyl] benzofuran). As a reaction SMILES: [CH3:1][O:2][C:3]1[CH:8]=[CH:7][C:6]([C:9]2[O:10][C:11]3[CH:20]=[CH:19][CH:18]=[CH:17][C:12]=3[C:13]=2[C:14](=[O:16])[CH3:15])=[CH:5][CH:4]=1.[CH2:21]=O.Cl.[CH3:24][NH:25][CH3:26]>C(O)(C)C>[CH3:1][O:2][C:3]1[CH:8]=[CH:7][C:6]([C:9]2[O:10][C:11]3[CH:20]=[CH:19][CH:18]=[CH:17][C:12]=3[C:13]=2[C:14](=[O:16])[CH2:15][CH2:24][N:25]([CH3:21])[CH3:26])=[CH:5][CH:4]=1 |f:2.3|. Procedure details: To a solution of 9.3 grams of the 2-(p-methoxyphenyl)-3-acetylbenzofuran that was thus produced in 30 milliliters of isopropanol were added 1.4 grams of paraformaldehyde and 4.1 grams of dimethylamine hydrochloride and the mixture was heated under reflux for a period of 12 hours. The solvent was then evaporated under vacuum and the residue was taken up in a 5% aqueous solution of hydrochloric acid. The acid solution was then extracted with benzene and the aqueous solution that had thus been free... Reported procedure: To a stirred solution of 3.0 grams (0.013 mole) of 2,3-di(2-fluoroethoxy)benzaldehyde in 10 ml of acetone was added 4.9 ml of a 2.6 M solution of aqueous chromic acid in acetone (Jones' reagent). The mixture was stirred at room temperature for 30 minutes, and the solvent was removed by evaporation under reduced pressure leaving a residue. This residue was dissolved in 30 ml of 1 N hydrochloric acid, and the acidic solution was extracted with five 30 ml portions of diethyl ether. The combined org... Solvent: CC(=O)C (acetone), CC(=O)C (acetone), Cl (hydrochloric acid). Reactants: FCCOC1=C(C=O)C=CC=C1OCCF (2,3-di(2-fluoroethoxy)benzaldehyde), solution, [Cr](=O)(=O)(O)O (chromic acid). Reaction conditions: time 30 minute. RXN SMILES: [F:1][CH2:2][CH2:3][O:4][C:5]1[C:12]([O:13][CH2:14][CH2:15][F:16])=[CH:11][CH:10]=[CH:9][C:6]=1[CH:7]=[O:8].[Cr](O)(O)(=O)=[O:18]>CC(C)=O.Cl>[F:1][CH2:2][CH2:3][O:4][C:5]1[C:12]([O:13][CH2:14][CH2:15][F:16])=[CH:11][CH:10]=[CH:9][C:6]=1[C:7]([OH:18])=[O:8]. Yields the product FCCOC1=C(C(=O)O)C=CC=C1OCCF (2,3-di(2-fluoroethoxy)benzoic acid).